From a dataset of the Open Reaction Database (ORD), a public repository of structured organic reaction records. describe an organic reaction: reactants, conditions, products, and yield Reactants: C(C(C)C)N(S(=O)(=O)C1=CC=C(C=C1)[N+](=O)[O-])C1=C(C=CC=C1)C(F)(F)F (N-isobutyl-4-nitro-N-(2-trifluoromethyl-phenyl)-benzenesulfonamide), [Cl-].[NH4+] (ammonium chloride). The reagents and catalysts are [Fe] (iron). The solvent is CCO (EtOH), O (water), O (water). Yields the product NC1=CC=C(C=C1)S(=O)(=O)N(C1=C(C=CC=C1)C(F)(F)F)CC(C)C (4-amino-N-isobutyl-N-(2-trifluoromethyl-phenyl)-benzenesulfonamide). Isolated yield 98.1%. As a reaction SMILES: [CH2:1]([N:5]([C:18]1[CH:23]=[CH:22][CH:21]=[CH:20][C:19]=1[C:24]([F:27])([F:26])[F:25])[S:6]([C:9]1[CH:14]=[CH:13][C:12]([N+:15]([O-])=O)=[CH:11][CH:10]=1)(=[O:8])=[O:7])[CH:2]([CH3:4])[CH3:3].[Cl-].[NH4+]>CCO.O.[Fe]>[NH2:15][C:12]1[CH:13]=[CH:14][C:9]([S:6]([N:5]([CH2:1][CH:2]([CH3:4])[CH3:3])[C:18]2[CH:23]=[CH:22][CH:21]=[CH:20][C:19]=2[C:24]([F:27])([F:25])[F:26])(=[O:8])=[O:7])=[CH:10][CH:11]=1 |f:1.2|. Reported procedure: A partial solution of N-isobutyl-4-nitro-N-(2-trifluoromethyl-phenyl)-benzenesulfonamide (1.68 g, 4.19 mmol), in EtOH (IMS grade, 50 mL) and water (15 mL) was treated with iron powder (˜325 mesh, 936 mg, 16.76 mmol) and ammonium chloride (896 mg, 16.76 mmol) and heated at reflux for 1 hour. The cooled mixture was filtered through diatomaceous earth washing the filter cake with EtOH and the filtrate concentrated to low volume under vacuum. The residue obtained was diluted with water and extracted... The product is FC1=CC=C(C=C1)N1N=CC(=C(C1=O)C1=CC(=CC=C1)F)C1=CC=C(C=C1)S(=O)(=O)C (2-(4-Fluorophenyl)-4-(3-fluorophenyl)-5-[4-(methylsulfonyl)phenyl]-3(2H)-pyridazinone). Reaction SMILES: [F:1][C:2]1[CH:3]=[C:4]([C:8]2[C:9](=[O:24])[NH:10][N:11]=[CH:12][C:13]=2[C:14]2[CH:19]=[CH:18][C:17]([S:20]([CH3:23])(=[O:22])=[O:21])=[CH:16][CH:15]=2)[CH:5]=[CH:6][CH:7]=1.N>>[F:1][C:2]1[CH:3]=[CH:4][C:5]([N:10]2[C:9](=[O:24])[C:8]([C:4]3[CH:5]=[CH:6][CH:7]=[C:2]([F:1])[CH:3]=3)=[C:13]([C:14]3[CH:19]=[CH:18][C:17]([S:20]([CH3:23])(=[O:21])=[O:22])=[CH:16][CH:15]=3)[CH:12]=[N:11]2)=[CH:6][CH:7]=1. Starting materials: FC=1C=C(C=CC1)C=1C(NN=CC1C1=CC=C(C=C1)S(=O)(=O)C)=O (4-(3-fluorophenyl)-5-[4-(methylsulfonyl)phenyl]-3(2H)-pyridazinone), N (NH3). Procedure details: The title compound was prepared as described in Example 62, substituting 4-(3-fluorophenyl)-5-[4-(methylsulfonyl)phenyl]-3(2H)-pyridazinone in place of 4-(4-fluorophenyl)-5-[4-(methylsulfonyl)phenyl]-3(2H)-pyridazinone (yield: 135 mg, 34%). mp 199-201° C. 1H NMR (300 MHz, DMSO-d6) δ 3.24 (s, 3H), 6.98 (d, J=9 Hz, 1H), 7.18 (m, 2H), 7.32 (m, 1H), 7.39 (t, 1H), 7.54 (d, J=9 Hz, 2H), 7.71 (m, 2H), 7.91 (d, J=9 Hz, 2H), 8.27 (s, 1H). MS (DCI/NH3) m/z 439 (M+H)+, 456 (M+NH4)+. Reactants: Clc1ccc2c(Cl)ccnc2c1, Oc1ccc(F)cc1, Cc1ccccc1C. The product is Fc1ccc(Oc2ccnc3cc(Cl)ccc23)cc1. Reaction SMILES: [Cl:1][c:2]1[cH:3][cH:4][n:5][c:6]2[cH:7][c:8]([Cl:12])[cH:9][cH:10][c:11]12.[F:13][c:14]1[cH:15][cH:16][c:17]([OH:20])[cH:18][cH:19]1.[c:21]1([CH3:22])[c:23]([CH3:24])[cH:25][cH:26][cH:27][cH:28]1>>[c:2]1([O:20][c:17]2[cH:16][cH:15][c:14]([F:13])[cH:19][cH:18]2)[cH:3][cH:4][n:5][c:6]2[cH:7][c:8]([Cl:12])[cH:9][cH:10][c:11]12. The reactants are O=C(n1ccnc1)n1ccnc1, ClCCl, Nc1ccccc1NC(=O)c1nc2c(s1)CNCC2, CN(C)C=O, Oc1ccc(-c2ccccc2)cc1, Cc1ccc(S(=O)(=O)O)cc1. The product is Nc1ccccc1NC(=O)c1nc2c(s1)CN(C(=O)Oc1ccc(-c3ccccc3)cc1)CC2. As a reaction SMILES: [C:1](=[O:2])([n:3]1[cH:4][cH:5][n:6][cH:7]1)[n:8]1[cH:9][cH:10][n:11][cH:12]1.[Cl:56][CH2:57][Cl:58].[NH2:37][c:38]1[c:39]([NH:44][C:45](=[O:46])[c:47]2[s:48][c:49]3[c:54]([n:55]2)[CH2:53][CH2:52][NH:51][CH2:50]3)[cH:40][cH:41][cH:42][cH:43]1.[O:59]=[CH:60][N:61]([CH3:62])[CH3:63].[OH:13][c:14]1[cH:15][cH:16][c:17](-[c:20]2[cH:21][cH:22][cH:23][cH:24][cH:25]2)[cH:18][cH:19]1.[c:26]1([CH3:27])[cH:28][cH:29][c:30]([S:31]([OH:32])(=[O:33])=[O:34])[cH:35][cH:36]1>>[C:1](=[O:2])([O:13][c:14]1[cH:15][cH:16][c:17](-[c:20]2[cH:21][cH:22][cH:23][cH:24][cH:25]2)[cH:18][cH:19]1)[N:51]1[CH2:50][c:49]2[s:48][c:47]([C:45]([NH:44][c:39]3[c:38]([NH2:37])[cH:43][cH:42][cH:41][cH:40]3)=[O:46])[n:55][c:54]2[CH2:53][CH2:52]1. Starting materials: Cl.FC=1C=C(CN2N=CC(=C2)C2=CN(C3=NC=C(C=C32)C3=CC(=C(C=C3)N3CCNCC3)C)S(=O)(=O)C3=CC=C(C)C=C3)C=CC1 (3-(1-(3-fluorobenzyl)-1H-pyrazol-4-yl)-5-(3-methyl-4-(piperazin-1-yl)phenyl)-1-tosyl-1H-pyrrolo[2,3-b]pyridine hydrochloride), C[C@@H]1OC1 ((S)-2-methyloxirane), CCN(C(C)C)C(C)C (DIPEA). The solvent is C(C)O (ethanol). The product is FC=1C=C(CN2N=CC(=C2)C2=CN(C3=NC=C(C=C32)C3=CC(=C(C=C3)N3CCN(CC3)C[C@H](C)O)C)S(=O)(=O)C3=CC=C(C)C=C3)C=CC1 ((S)-1-(4-(4-(3-(1-(3-fluorobenzyl)-1H-pyrazol-4-yl)-1-tosyl-1H-pyrrolo[2,3-b]pyridin-5-yl)-2-methylphenyl)piperazin-1-yl)propan-2-ol). Isolated yield 97.3%. As a reaction SMILES: Cl.[F:2][C:3]1[CH:4]=[C:5]([CH:44]=[CH:45][CH:46]=1)[CH2:6][N:7]1[CH:11]=[C:10]([C:12]2[C:20]3[C:15](=[N:16][CH:17]=[C:18]([C:21]4[CH:26]=[CH:25][C:24]([N:27]5[CH2:32][CH2:31][NH:30][CH2:29][CH2:28]5)=[C:23]([CH3:33])[CH:22]=4)[CH:19]=3)[N:14]([S:34]([C:37]3[CH:43]=[CH:42][C:40]([CH3:41])=[CH:39][CH:38]=3)(=[O:36])=[O:35])[CH:13]=2)[CH:9]=[N:8]1.[CH3:47][C@H:48]1[CH2:50][O:49]1.CCN(C(C)C)C(C)C>C(O)C>[F:2][C:3]1[CH:4]=[C:5]([CH:44]=[CH:45][CH:46]=1)[CH2:6][N:7]1[CH:11]=[C:10]([C:12]2[C:20]3[C:15](=[N:16][CH:17]=[C:18]([C:21]4[CH:26]=[CH:25][C:24]([N:27]5[CH2:28][CH2:29][N:30]([CH2:47][C@@H:48]([OH:49])[CH3:50])[CH2:31][CH2:32]5)=[C:23]([CH3:33])[CH:22]=4)[CH:19]=3)[N:14]([S:34]([C:37]3[CH:38]=[CH:39][C:40]([CH3:41])=[CH:42][CH:43]=3)(=[O:35])=[O:36])[CH:13]=2)[CH:9]=[N:8]1 |f:0.1|. Procedure details: Using similar reaction conditions as described in step-i of example-82A, 3-(1-(3-fluorobenzyl)-1H-pyrazol-4-yl)-5-(3-methyl-4-(piperazin-1-yl)phenyl)-1-tosyl-1H-pyrrolo[2,3-b]pyridine hydrochloride (172 mg. 0.277 mmol) was alkylated using (S)-2-methyloxirane (24 mg, 0.416 mmol), DIPEA (54 mg, 0.416 mmol) and ethanol (4 mL) to get 183 mg (97.3% yield) of the titled compound. MS: m/z=679.3 (M+1). Reactants: C(C)(C)OC(C)C (isopropyl ether), S(C)(=O)(=O)OC1CCC(CC1)(C1=CC=C(C=C1)F)C1=CC=C(C=C1)F (4,4-bis(p-fluorophenyl)cyclohexyl mesylate), FC1=CC=C(C=C1)N1CNC(C12CCNCC2)=O (1-(p-fluorophenyl)-1,3,8-triazaspiro[4.5]decan-4-one), C([O-])([O-])=O.[K+].[K+] (potassium carbonate), [I-].[K+] (potassium iodide). Run in O (water), CN(C=O)C (dimethylformamide). Run at time 50 hour. The product is FC1=CC=C(C=C1)C1(CCC(CC1)N1CCC2(C(NCN2C2=CC=C(C=C2)F)=O)CC1)C1=CC=C(C=C1)F (8-[4,4-bis(p-fluorophenyl)cyclohexyl]-1-(p-fluorophenyl)-1,3,8-triazaspiro[4.5]decan-4-one). As a reaction SMILES: S(O[CH:6]1[CH2:11][CH2:10][C:9]([C:19]2[CH:24]=[CH:23][C:22]([F:25])=[CH:21][CH:20]=2)([C:12]2[CH:17]=[CH:16][C:15]([F:18])=[CH:14][CH:13]=2)[CH2:8][CH2:7]1)(=O)(=O)C.[F:26][C:27]1[CH:32]=[CH:31][C:30]([N:33]2[C:37]3([CH2:42][CH2:41][NH:40][CH2:39][CH2:38]3)[C:36](=[O:43])[NH:35][CH2:34]2)=[CH:29][CH:28]=1.C(=O)([O-])[O-].[K+].[K+].[I-].[K+].C(OC(C)C)(C)C>O.CN(C)C=O>[F:25][C:22]1[CH:23]=[CH:24][C:19]([C:9]2([C:12]3[CH:13]=[CH:14][C:15]([F:18])=[CH:16][CH:17]=3)[CH2:8][CH2:7][CH:6]([N:40]3[CH2:39][CH2:38][C:37]4([N:33]([C:30]5[CH:29]=[CH:28][C:27]([F:26])=[CH:32][CH:31]=5)[CH2:34][NH:35][C:36]4=[O:43])[CH2:42][CH2:41]3)[CH2:11][CH2:10]2)=[CH:20][CH:21]=1 |f:2.3.4,5.6|. Procedure details: A mixture of 16 g of 4,4-bis(p-fluorophenyl)cyclohexyl mesylate, 10 g of 1-(p-fluorophenyl)-1,3,8-triazaspiro[4.5]decan-4-one (m.p. 234°-234.5° C), 6.1 g of potassium carbonate, 7.3 g of potassium iodide and 100 ml of dimethylformamide is stirred at 70°-80° C for 50 hours. The reaction mixture is poured into water, isopropyl ether is added to the aqueous mixture, and the resulting mixture is stirred for some time. The precipitated crystals are collected by filtration and dissolved in a mixture o...